From a dataset of the Open Reaction Database (ORD), a public repository of structured organic reaction records. describe an organic reaction: reactants, conditions, products, and yield The reactants are FC(C1=CC=C(COC(=O)N2CC(CCC2)C2=CC(=C(C=C2)C)OC(C)(C)C(=O)OCC)C=C1)(F)F (3-[3-(1-ethoxycarbonyl-1-methyl-ethoxy)-4-methyl-phenyl]-piperidine-1-carboxylic acid 4-trifluoromethyl-benzyl ester), C([O-])([O-])=O.[K+].[K+] (potassium carbonate), CO (methanol). Solvent: O (water). The product is FC(C1=CC=C(COC(=O)N2CC(CCC2)C2=CC(=C(C=C2)C)OC(C)(C)C(=O)O)C=C1)(F)F (3-[3-(1-carboxy-1-methyl-ethoxy)-4-methyl-phenyl]-piperidine-1-carboxylic acid 4-trifluoromethyl-benzyl ester). The yield is 93.5%. As a reaction SMILES: [F:1][C:2]([F:36])([F:35])[C:3]1[CH:34]=[CH:33][C:6]([CH2:7][O:8][C:9]([N:11]2[CH2:16][CH2:15][CH2:14][CH:13]([C:17]3[CH:22]=[CH:21][C:20]([CH3:23])=[C:19]([O:24][C:25]([C:28]([O:30]CC)=[O:29])([CH3:27])[CH3:26])[CH:18]=3)[CH2:12]2)=[O:10])=[CH:5][CH:4]=1.C(=O)([O-])[O-].[K+].[K+].CO>O>[F:35][C:2]([F:1])([F:36])[C:3]1[CH:34]=[CH:33][C:6]([CH2:7][O:8][C:9]([N:11]2[CH2:16][CH2:15][CH2:14][CH:13]([C:17]3[CH:22]=[CH:21][C:20]([CH3:23])=[C:19]([O:24][C:25]([C:28]([OH:30])=[O:29])([CH3:27])[CH3:26])[CH:18]=3)[CH2:12]2)=[O:10])=[CH:5][CH:4]=1 |f:1.2.3|. Procedure: A mixture of 3-[3-(1-ethoxycarbonyl-1-methyl-ethoxy)-4-methyl-phenyl]-piperidine-1-carboxylic acid 4-trifluoromethyl-benzyl ester (156 mg, 0.31 mmol), potassium carbonate (85 mg, 0.62 mmol), methanol (10 mL) and water (2 mL) was heated at reflux for 3 h, cooled to room temperature and concentrated under reduced pressure. The resulting residue was taken up in water (50 mL), acidified with 1N aqueous hydrochloric acid and extracted with ethyl acetate (2×50 mL). The combined organic extracts were w... The reactants are NOC(C(=O)NNC(=O)C=1NC=C(C(C1)=O)O)(C)C (1-[2-(aminooxy)-2-methylpropionyl]-2-[(1,4-dihydro-5-hydroxy-4-oxo-2-pyridyl) carbonyl]hydrazine), O.C1(=CC=C(C=C1)S(=O)(=O)O)C (p-toluenesulfonic acid hydrate), NC=1SC=C(N1)C(C(=O)N[C@H]1[C@H]2SCC(=C(N2C1=O)C(=O)O)CSC1=CC(=NC=2N1N=C(N2)C(N)=O)C)=O ((6R,7R)-7-(2-amino-4-thiazoleglyoxylamido)-3-[[(2-carbamoyl -5-methyl-s-triazolo[1,5-a]pyrimidin-7-yl)thio]methyl]-8-oxo-5-thia-1-azabicyclo [4.2.0]oct-2-ene-2-carboxylic acid). Run in CC(=O)N(C)C (dimethylacetamide), CC(=O)N(C)C (dimethylacetamide). Run at time 15 minute. Product: C(N)(=O)C1=NN2C(N=C(C=C2SCC2=C(N3C(CC3SC2)=O)C(=O)O)C)=N1 (3-[[[2-carbamoyl-5-methyl-s-triazolo[1,5-a]-pyrimidin-7-yl) thio]methyl]-8-oxo-5-thia-1-azabicyclo[4.2.0]oct-2-ene-2-carboxylic acid). As a reaction SMILES: NC1SC=C(C(=O)C(N[C@@H:11]2[C:18](=[O:19])[N:17]3[C@@H:12]2[S:13][CH2:14][C:15]([CH2:23][S:24][C:25]2[N:30]4[N:31]=[C:32]([C:34](=[O:36])[NH2:35])[N:33]=[C:29]4[N:28]=[C:27]([CH3:37])[CH:26]=2)=[C:16]3[C:20]([OH:22])=[O:21])=O)N=1.NOC(C)(C)C(NNC(C1NC=C(O)C(=O)C=1)=O)=O.O.C1(C)C=CC(S(O)(=O)=O)=CC=1>CC(N(C)C)=O>[C:34]([C:32]1[N:33]=[C:29]2[N:28]=[C:27]([CH3:37])[CH:26]=[C:25]([S:24][CH2:23][C:15]3[CH2:14][S:13][CH:12]4[N:17]([C:18](=[O:19])[CH2:11]4)[C:16]=3[C:20]([OH:22])=[O:21])[N:30]2[N:31]=1)(=[O:36])[NH2:35] |f:2.3|. Procedure: 0.228 g (0.4 mmol) of (6R,7R)-7-(2-amino-4-thiazoleglyoxylamido)-3-[[(2-carbamoyl -5-methyl-s-triazolo[1,5-a]pyrimidin-7-yl)thio]methyl]-8-oxo-5-thia-1-azabicyclo [4.2.0]oct-2-ene-2-carboxylic acid was dissolved in 2 ml of dimethylacetamide. 0.140 g (0.52 mmol) of 1-[2-(aminooxy)-2-methylpropionyl]-2-[(1,4-dihydro-5-hydroxy-4-oxo-2-pyridyl) carbonyl]hydrazine and 0.100 g (0.52 mmol) of p-toluenesulfonic acid hydrate were added. After stirring for 20 hours at room temperature the dimethylacetamid... Reactants: Br, [O-]Br, ClCCl, CNC, CC(C)c1ccccc1O, [Na+], [Na+], [OH-], O. Product: CC(C)c1cccc(Br)c1O. As a reaction SMILES: [Br:1].[Br:4][O-:5].[CH2:21]([Cl:22])[Cl:23].[CH3:7][NH:8][CH3:9].[CH:10]([CH3:11])([CH3:12])[c:13]1[c:14]([OH:19])[cH:15][cH:16][cH:17][cH:18]1.[Na+:3].[Na+:6].[OH-:2].[OH2:20]>>[Br:4][c:15]1[c:14]([OH:19])[c:13]([CH:10]([CH3:11])[CH3:12])[cH:18][cH:17][cH:16]1. The reactants are N1[C@@H](C=O)CCC1 (D-prolinaldehyde), C(F)(F)(F)[Si](C)(C)C (CF3-TMS). Yields the product FC([C@H](O)C1NCCC1)(F)F ((R)-2,2,2-trifluoro-1-(pyrrolidin-2-yl)ethanol). As a reaction SMILES: [NH:1]1[CH2:7][CH2:6][CH2:5][C@@H:2]1[CH:3]=[O:4].[C:8]([Si](C)(C)C)([F:11])([F:10])[F:9]>>[F:9][C:8]([F:11])([F:10])[C@@H:3]([CH:2]1[CH2:5][CH2:6][CH2:7][NH:1]1)[OH:4]. Reported procedure: Compounds of Structures 2 and 4 are prepared from D-proline or D-pyroglutamic acid. For example, (R)-2,2,2-trifluoro-1-(pyrrolidin-2-yl)ethanol (Compound 2, Scheme I, R3=hydrogen) is prepared by oxidation of D-prolinol (Compound 4, Scheme I, R3=hydrogen) to afford D-prolinaldehyde (see e.g., Smith et al., March's Advanced Organic Chemistry, 6th ed., Wiley, N.J., 2007, p. 1715-1728). The resulting D-prolinaldehyde is reacted with CF3-TMS (trimethyl(trifluoromethyl)-silane) to afford the (R)-2,2,2... The reactants are N1=CC(=C(C=C1)C)C (3,4-lutidine), C(C1=CC=CC=C1)Cl (benzyl chloride), C(C)(C)O (isopropanol). Solvent: CCOCC (ether). Reaction conditions: time 60 hour. Product: [Cl-].C1(=CC=CC=C1)C[N+]1=CC(=C(C=C1)C)C (N-(phenylmethyl)-3,4-dimethylpyridinium chloride). Isolated yield 76.3%. Reaction SMILES: [N:1]1[CH:6]=[CH:5][C:4]([CH3:7])=[C:3]([CH3:8])[CH:2]=1.[CH2:9]([Cl:16])[C:10]1[CH:15]=[CH:14][CH:13]=[CH:12][CH:11]=1.C(O)(C)C>CCOCC>[Cl-:16].[C:10]1([CH2:9][N+:1]2[CH:6]=[CH:5][C:4]([CH3:7])=[C:3]([CH3:8])[CH:2]=2)[CH:15]=[CH:14][CH:13]=[CH:12][CH:11]=1 |f:4.5|. Procedure: A mixture of 3,4-lutidine (112 mL, 1.0 mole), benzyl chloride (115 mL, 1.0 mole) and isopropanol (500 mL) was refluxed under nitrogen for 5 hours and then was stirred at room temperature for 60 hours. The mixture was diluted with ether and the resulting white precipitate was filtered and dried to afford 178.3 g (76%) of N-(phenylmethyl)-3,4-dimethylpyridinium chloride. Starting materials: N1CCC(CC1)NC(OC(C)(C)C)=O (tert-butyl piperidin-4-yl-carbamate), C(=O)([O-])[O-].[K+].[K+] (K2CO3), C(C1=CC=CC=C1)N1CCC(CC1)=O (1-benzyl-piperidin-4-one), [BH-](OC(=O)C)(OC(=O)C)OC(=O)C.[Na+] (NaBH(OAc)3). Run in C1CCOC1 (THF), CC(=O)O (AcOH). Conditions: time 8 hour. Yields the product C(C)(C)(C)OC(NC1CCN(CC1)C1CCN(CC1)CC1=CC=CC=C1)=O (tert-butyl(1′-benzyl-[1,4′]bipiperidinyl-4-yl)-carbamate). Reaction SMILES: [NH:1]1[CH2:6][CH2:5][CH:4]([NH:7][C:8](=[O:14])[O:9][C:10]([CH3:13])([CH3:12])[CH3:11])[CH2:3][CH2:2]1.[CH2:15]([N:22]1[CH2:27][CH2:26][C:25](=O)[CH2:24][CH2:23]1)[C:16]1[CH:21]=[CH:20][CH:19]=[CH:18][CH:17]=1.[BH-](OC(C)=O)(OC(C)=O)OC(C)=O.[Na+].C([O-])([O-])=O.[K+].[K+]>C1COCC1.CC(O)=O>[C:10]([O:9][C:8](=[O:14])[NH:7][CH:4]1[CH2:3][CH2:2][N:1]([CH:25]2[CH2:24][CH2:23][N:22]([CH2:15][C:16]3[CH:21]=[CH:20][CH:19]=[CH:18][CH:17]=3)[CH2:27][CH2:26]2)[CH2:6][CH2:5]1)([CH3:11])([CH3:13])[CH3:12] |f:2.3,4.5.6|. Reported procedure: A solution of 5.0 g (25.0 mmol) tert-butyl piperidin-4-yl-carbamate and 4.46 mL (25.0 mmol) 1-benzyl-piperidin-4-one in 150 mL THF was adjusted with AcOH to a pH of 5 and then combined batchwise with 5.61 g (26.5 mmol) NaBH(OAc)3 within 3 h while cooling with ice. The reaction mixture was stirred overnight at RT, then made alkaline with 500 mL 30% K2CO3 solution, stirred for 1 h at RT, extracted three times with 100 mL EtOAc and the combined organic phases were dried over Na2SO4. After eliminati... Starting materials: S1C(=CC=C1)C=O (2-Thiophenecarbaldehyde), C(CCC)[Li] (n-butyl lithium), C(C)(C)NC(C)C (diisopropylamine), ClC1=NC=CC=C1 (2-Chloropyridine). Run in O1CCCC1 (tetrahydrofuran), CCCCCC (hexane), [Cl-].[Na+].O (brine). Run at temperature -78 celsius, time 90 minute. Product: ClC1=NC=CC=C1C(O)C=1SC=CC1 (α-(2-chloropyridin-3-yl)-2-thiophenmethanol). Isolated yield 54.7%. As a reaction SMILES: C([Li])CCC.C(NC(C)C)(C)C.[Cl:13][C:14]1[CH:19]=[CH:18][CH:17]=[CH:16][N:15]=1.[S:20]1[CH:24]=[CH:23][CH:22]=[C:21]1[CH:25]=[O:26]>[Cl-].[Na+].O.O1CCCC1.CCCCCC>[Cl:13][C:14]1[C:19]([CH:25]([C:21]2[S:20][CH:24]=[CH:23][CH:22]=2)[OH:26])=[CH:18][CH:17]=[CH:16][N:15]=1 |f:4.5.6|. Reported procedure: Under an atmosphere of argon, 1.6 M hexane (30 ml) solution of n-butyl lithium was added dropwise to a tetrahydrofuran (200 ml) solution of diisopropylamine (5.52 g, 54.7 mmol) which was cooled at -78° C., and the mixture was stirred for 30 minutes 2-Chloropyridine (5.71 g, 50.3 mmol) was added dropwise to the reaction solution, followed by 90 minutes of stirring. 2-Thiophenecarbaldehyde (6.01 g, 53.7 mmol) was added dropwise to the reaction solution, followed by 30 minutes of stirring. The reac... Reactants: CN1C=C(C2=C(C=CC=C12)C)CN1C(N(C2=C1C=C(C(=C2)C)C)C(=C)C)=O (1-(1,4-Dimethyl-1H-indol-3-ylmethyl)-3-isopropenyl-5,6-dimethyl-1,3-dihydro-benzimidazol-2-one), O (water), Cl (HCl). Solvent: C(Cl)Cl (CH2Cl2), CO (MeOH). Conditions: temperature 60 celsius. Yields the product CN1C=C(C2=C(C=CC=C12)C)CN1C(NC2=C1C=C(C(=C2)C)C)=O (1-(1,4-Dimethyl-1H-indol-3-ylmethyl)-5,6-dimethyl-1,3-dihydro-benzimidazol-2-one). RXN SMILES: [CH3:1][N:2]1[C:10]2[C:5](=[C:6]([CH3:11])[CH:7]=[CH:8][CH:9]=2)[C:4]([CH2:12][N:13]2[C:17]3[CH:18]=[C:19]([CH3:23])[C:20]([CH3:22])=[CH:21][C:16]=3[N:15](C(C)=C)[C:14]2=[O:27])=[CH:3]1.O.Cl>CO.C(Cl)Cl>[CH3:1][N:2]1[C:10]2[C:5](=[C:6]([CH3:11])[CH:7]=[CH:8][CH:9]=2)[C:4]([CH2:12][N:13]2[C:17]3[CH:18]=[C:19]([CH3:23])[C:20]([CH3:22])=[CH:21][C:16]=3[NH:15][C:14]2=[O:27])=[CH:3]1. Reported procedure: To 1-(1,4-Dimethyl-1H-indol-3-ylmethyl)-3-isopropenyl-5,6-dimethyl-1,3-dihydro-benzimidazol-2-one (0.35 mmol) in MeOH (5 mL) was added water (5 mL) and cone. HCl (3 mL). The reaction mixture was heated to 60° C. for 2 h. The reaction mixture turned into pink in color and heterogeneous (milky solution). The TLC indicated that the reaction was complete and clean. The reaction mixture was therefore diluted with CH2Cl2 and washed with water. The organic phase remained heterogeneous (milky with fine ... Starting materials: C(C1=CC=CC=C1)OC[C@H](C(CC(=O)OCC)=O)NC(=O)OC(C)(C)C ((R)-ethyl 5-(benzyloxy)-4-((tert-butoxycarbonyl)amino)-3-oxopentanoate), C(=O)([O-])[O-].[K+].[K+] (K2CO3), BrCC(=O)C1=C2N=C(C(=NC2=CC=C1)C)NC1(CC1)C (2-bromo-1-(2-methyl-3-((1-methylcyclopropyl)amino)-5-quinoxalinyl)ethanone), CN(C)C=O (DMF). Solvent: [NH4+].[Cl-] (NH4Cl). Reaction conditions: time 1 hour. Yields the product C(C1=CC=CC=C1)OCC(C(C(C(=O)OCC)CC(=O)C1=C2N=C(C(=NC2=CC=C1)C)NC1(CC1)C)=O)NC(=O)OC(C)(C)C (Ethyl 5-(benzyloxy)-4-((tert-butoxycarbonyl)amino)-2-(2-(2-methyl-3-((1-methylcyclopropyl)amino)quinoxalin-5-yl)-2-oxoethyl)-3-oxopentanoate). RXN SMILES: [CH2:1]([O:8][CH2:9][C@@H:10]([NH:19][C:20]([O:22][C:23]([CH3:26])([CH3:25])[CH3:24])=[O:21])[C:11](=[O:18])[CH2:12][C:13]([O:15][CH2:16][CH3:17])=[O:14])[C:2]1[CH:7]=[CH:6][CH:5]=[CH:4][CH:3]=1.C([O-])([O-])=O.[K+].[K+].Br[CH2:34][C:35]([C:37]1[CH:46]=[CH:45][CH:44]=[C:43]2[C:38]=1[N:39]=[C:40]([NH:48][C:49]1([CH3:52])[CH2:51][CH2:50]1)[C:41]([CH3:47])=[N:42]2)=[O:36].CN(C=O)C>[NH4+].[Cl-]>[CH2:1]([O:8][CH2:9][CH:10]([NH:19][C:20]([O:22][C:23]([CH3:25])([CH3:24])[CH3:26])=[O:21])[C:11](=[O:18])[CH:12]([CH2:34][C:35]([C:37]1[CH:46]=[CH:45][CH:44]=[C:43]2[C:38]=1[N:39]=[C:40]([NH:48][C:49]1([CH3:52])[CH2:51][CH2:50]1)[C:41]([CH3:47])=[N:42]2)=[O:36])[C:13]([O:15][CH2:16][CH3:17])=[O:14])[C:2]1[CH:3]=[CH:4][CH:5]=[CH:6][CH:7]=1 |f:1.2.3,6.7|. Procedure details: To a 50-mL round-bottomed flask was added (R)-ethyl 5-(benzyloxy)-4-((tert-butoxycarbonyl)amino)-3-oxopentanoate (612) (0.51 g, 1.19 mmol), K2CO3 (0.41 g, 2.97 mmol), 2-bromo-1-(2-methyl-3-((1-methylcyclopropyl)amino)quinoxalin-5-yl)ethanone (611) (0.63 g, 1.90 mmol), and DMF (4 mL). The reaction mixture was stirred at RT for 1 h. The reaction mixture was diluted with sat NH4Cl (5 mL) and extracted with EtOAc (10 mL). The organic extract was washed with water (5 mL), dried over Na2SO4, and conce... Reactants: CC1=C(C(=CC=C1[N+](=O)[O-])C)NC(C)=O (N-(2,6-dimethyl-3-nitro-phenyl)acetamide). Reagents/catalysts: [Pd] (Pd/C). The solvent is CO (MeOH), CCO (EtOH), C(C)(=O)O (acetic acid). Conditions: time 36 hour. The product is NC=1C(=C(C(=CC1)C)NC(C)=O)C (N-(3-amino-2,6-dimethyl-phenyl)acetamide). Yield: 19.3%. As a reaction SMILES: [CH3:1][C:2]1[C:7]([N+:8]([O-])=O)=[CH:6][CH:5]=[C:4]([CH3:11])[C:3]=1[NH:12][C:13](=[O:15])[CH3:14]>CO.CCO.C(O)(=O)C.[Pd]>[NH2:8][C:7]1[C:2]([CH3:1])=[C:3]([NH:12][C:13](=[O:15])[CH3:14])[C:4]([CH3:11])=[CH:5][CH:6]=1. Reported procedure: N-(2,6-dimethyl-3-nitro-phenyl)acetamide (12 g, 58 mmol, 1.0 eq) was dissolved in a mixture of MeOH (60 mL), EtOH (30 mL) and acetic acid (60 mL). Pd/C (1.6 g, 10%) was added and the reaction stirred at room temperature under H2 for 36 h. The catalyst was removed by filtration through celite and the filtrate collected. Water was added and the pH adjusted to pH 8 by addition of aqueous NaHCO3. The solution was concentrated in vacuo to remove methanol and ethanol. The aqueous layer was extracted w...